From a dataset of the Open Reaction Database (ORD), a public repository of structured organic reaction records. describe an organic reaction: reactants, conditions, products, and yield Reactants: CC1=NC2=CC=C(C=C2C=C1)CN1N=CC(=C1)C(=O)O (1-((2-methylquinolin-6-yl)methyl)-1H-pyrazole-4-carboxylic acid), amine, [Na+].[Cl-] (NaCl), CCN=C=NCCCN(C)C.Cl (EDC.HCl), C1=CC2=C(N=C1)N(N=N2)O (HOAt), CN1CCOCC1 (N-methylmorpholine), NCC=1C=CC(=NC1C)N (5-(aminomethyl)-6-methylpyridin-2-amine). Run in CO (MeOH), C(C)#N (ACN), CO (methanol), CN(C)C=O (DMF). Run at temperature 50 celsius, time 1 hour. Yields the product NC1=CC=C(C(=N1)C)CNC(=O)C=1C=NN(C1)CC=1C=C2C=CC(=NC2=CC1)C (N-((6-amino-2-methylpyridin-3-yl)methyl)-1-((2-methylquinolin-6-yl)methyl)-1H-pyrazole-4-carboxamide). RXN SMILES: [CH3:1][C:2]1[CH:11]=[CH:10][C:9]2[C:4](=[CH:5][CH:6]=[C:7]([CH2:12][N:13]3[CH:17]=[C:16]([C:18]([OH:20])=O)[CH:15]=[N:14]3)[CH:8]=2)[N:3]=1.[Na+].[Cl-].CCN=C=NCCCN(C)C.Cl.C1C=NC2N(O)N=NC=2C=1.CN1CCOCC1.[NH2:52][CH2:53][C:54]1[CH:55]=[CH:56][C:57]([NH2:61])=[N:58][C:59]=1[CH3:60]>CN(C=O)C.CO.C(#N)C>[NH2:61][C:57]1[N:58]=[C:59]([CH3:60])[C:54]([CH2:53][NH:52][C:18]([C:16]2[CH:15]=[N:14][N:13]([CH2:12][C:7]3[CH:8]=[C:9]4[C:4](=[CH:5][CH:6]=3)[N:3]=[C:2]([CH3:1])[CH:11]=[CH:10]4)[CH:17]=2)=[O:20])=[CH:55][CH:56]=1 |f:1.2,3.4|. Reported procedure: To a suspension of 1-((2-methylquinolin-6-yl)methyl)-1H-pyrazole-4-carboxylic acid (incl. NaCl) (100 mg, 0.337 mmol), EDC.HCl (84 mg, 0.438 mmol) and HOAt (59.6 mg, 0.438 mmol) in DMF (1 ml) was added N-methylmorpholine (0.185 ml, 1.684 mmol). The reaction mixture was stirred for 1 h at 50° C., then 5-(aminomethyl)-6-methylpyridin-2-amine (70.7 mg, 0.337 mmol) was added. Stirring continued at 50° C. for 18 h. Reaction mixture was diluted with methanol, then applied onto a PL-SO3H cartridge (500 ...